From a dataset of the Open Reaction Database (ORD), a public repository of structured organic reaction records. describe an organic reaction: reactants, conditions, products, and yield Starting materials: C(C)OC(C(CC1=CC(=C(C=C1)O)OC)(OC1=CC=CC=C1)C)=O (3-(4-hydroxy-3-methoxyphenyl)-2-methyl-2-phenoxypropionic acid ethyl ester), solution, polystyrene, C1(=CC(=CC=C1)C=1OC(=C(N1)CCOS(=O)(=O)C1=CC=C(C=C1)C)C)C1=CC=CC=C1 (Toluene-4-sulfonic acid 2-(2-biphenyl-3-yl-5-methyl-oxazol-4-yl)-ethyl ester). Solvent: C(C)O (ethanol), C(C)O (ethanol). Run at temperature 55 celsius. Yields the product C1(=CC(=CC=C1)C=1OC(=C(N1)CCOC1=C(C=C(C=C1)CC(C(=O)O)(OC1=CC=CC=C1)C)OC)C)C1=CC=CC=C1 (3-{4-[2-(2-Biphenyl-3-yl-5-methyloxazol-4-yl)ethoxy]-3-methoxyphenyl}-2-methyl-2-phenoxypropionic acid). Reaction SMILES: [C:1]1([C:26]2[CH:31]=[CH:30][CH:29]=[CH:28][CH:27]=2)[CH:6]=[CH:5][CH:4]=[C:3]([C:7]2[O:8][C:9]([CH3:25])=[C:10]([CH2:12][CH2:13]OS(C3C=CC(C)=CC=3)(=O)=O)[N:11]=2)[CH:2]=1.C([O:34][C:35](=[O:55])[C:36]([CH3:54])([O:47]C1C=CC=CC=1)[CH2:37][C:38]1[CH:43]=[CH:42][C:41]([OH:44])=[C:40]([O:45][CH3:46])[CH:39]=1)C>C(O)C>[C:1]1([C:26]2[CH:27]=[CH:28][CH:29]=[CH:30][CH:31]=2)[CH:6]=[CH:5][CH:4]=[C:3]([C:7]2[O:8][C:9]([CH3:25])=[C:10]([CH2:12][CH2:13][O:44][C:41]3[CH:42]=[CH:43][C:38]([CH2:37][C:36]([CH3:54])([O:47][C:1]4[CH:6]=[CH:5][CH:4]=[CH:3][CH:2]=4)[C:35]([OH:34])=[O:55])=[CH:39][C:40]=3[O:45][CH3:46])[N:11]=2)[CH:2]=1. Procedure: Toluene-4-sulfonic acid 2-(2-biphenyl-3-yl-5-methyl-oxazol-4-yl)-ethyl ester (0.132 mmol) (see Ex. 2, Part F) was added to a one dram, screw-cap vial and diluted with ethanol (0.5 mL). To this solution are added 3-(4-hydroxy-3-methoxyphenyl)-2-methyl-2-phenoxypropionic acid ethyl ester (see Ex. 7, Part D) (0.5 mL of a 0.264 M solution in ethanol, 0.132 mmol) and polystyrene bound 1,5,7-triazabicyclo[4.4.0]dec-5-ene (100–125 mg, 2.6 mmol/g) and the vial was tightly closed. The reaction vessel was... Reactants: CCC(C(=O)O)N(C[PH](=O)O)C(=O)OCc1ccccc1, ClP(Cl)Cl, c1ccccc1. The product is CCC(C(=O)O)N(CP(Cl)Cl)C(=O)OCc1ccccc1. Reaction SMILES: [CH2:1]([CH3:2])[CH:3]([N:4]([CH2:5][PH:6]([OH:7])=[O:8])[C:9](=[O:10])[O:11][CH2:12][c:13]1[cH:14][cH:15][cH:16][cH:17][cH:18]1)[C:19](=[O:20])[OH:21].[Cl:22][P:23]([Cl:24])[Cl:25].[cH:26]1[cH:27][cH:28][cH:29][cH:30][cH:31]1>>[CH2:1]([CH3:2])[CH:3]([N:4]([CH2:5][P:23]([Cl:22])[Cl:25])[C:9](=[O:10])[O:11][CH2:12][c:13]1[cH:14][cH:15][cH:16][cH:17][cH:18]1)[C:19](=[O:20])[OH:21]. Reactants: Cc1c([N+](=O)[O-])cc(Br)c(F)c1C(=O)O, CN(C)C=O, CI, [K+], [K+], O=C([O-])[O-], O. Product: COC(=O)c1c(C)c([N+](=O)[O-])cc(Br)c1F. As a reaction SMILES: [Br:1][c:2]1[c:3]([F:15])[c:4]([C:5](=[O:6])[OH:7])[c:8]([CH3:14])[c:9]([N+:11](=[O:12])[O-:13])[cH:10]1.[CH3:24][N:25]([CH3:26])[CH:27]=[O:28].[I:22][CH3:23].[K+:16].[K+:17].[O-:18][C:19]([O-:20])=[O:21].[OH2:29]>>[Br:1][c:2]1[c:3]([F:15])[c:4]([C:5](=[O:6])[O:7][CH3:19])[c:8]([CH3:14])[c:9]([N+:11](=[O:12])[O-:13])[cH:10]1.